Dataset: the Open Reaction Database (ORD), a public repository of structured organic reaction records. Task: describe an organic reaction: reactants, conditions, products, and yield Starting materials: CCOC(=O)Cc1c(C(=O)OCC)c2cc(Oc3ccc(OC(F)(F)F)cc3)ccc2n1-c1ccc(N(CC)CC)cc1, CCO, Cl, [Na+], [OH-]. Product: CCOC(=O)Cc1c(C(=O)O)c2cc(Oc3ccc(OC(F)(F)F)cc3)ccc2n1-c1ccc(N(CC)CC)cc1. As a reaction SMILES: [CH2:1]([CH3:2])[O:3][C:4](=[O:5])[c:6]1[c:7]([CH2:38][C:39](=[O:40])[O:41][CH2:42][CH3:43])[n:8](-[c:27]2[cH:28][cH:29][c:30]([N:33]([CH2:34][CH3:35])[CH2:36][CH3:37])[cH:31][cH:32]2)[c:9]2[cH:10][cH:11][c:12]([O:15][c:16]3[cH:17][cH:18][c:19]([O:22][C:23]([F:24])([F:25])[F:26])[cH:20][cH:21]3)[cH:13][c:14]12.[CH3:47][CH2:48][OH:49].[ClH:44].[Na+:46].[OH-:45]>>[O:3]=[C:4]([OH:5])[c:6]1[c:7]([CH2:38][C:39](=[O:40])[O:41][CH2:42][CH3:43])[n:8](-[c:27]2[cH:28][cH:29][c:30]([N:33]([CH2:34][CH3:35])[CH2:36][CH3:37])[cH:31][cH:32]2)[c:9]2[cH:10][cH:11][c:12]([O:15][c:16]3[cH:17][cH:18][c:19]([O:22][C:23]([F:24])([F:25])[F:26])[cH:20][cH:21]3)[cH:13][c:14]12. Starting materials: C1CCOC1, COC(=O)c1ccc(B2OC(C)(C)C(C)(C)O2)c(C)c1, CC1C(c2cc(C(F)(F)F)cc(C(F)(F)F)c2)OC(=O)N1Cc1nccnc1-c1cc(Cl)ccc1F, [K+], [K+], O=C([O-])[O-]. The product is COC(=O)c1ccc(-c2ccc(F)c(-c3nccnc3CN3C(=O)OC(c4cc(C(F)(F)F)cc(C(F)(F)F)c4)C3C)c2)c(C)c1. As a reaction SMILES: [CH2:63]1[O:64][CH2:65][CH2:66][CH2:67]1.[CH3:37][c:38]1[cH:39][c:40]([C:41](=[O:42])[O:43][CH3:44])[cH:45][cH:46][c:47]1[B:48]1[O:49][C:50]([CH3:51])([CH3:52])[C:53]([CH3:54])([CH3:55])[O:56]1.[F:1][C:2]([c:3]1[cH:4][c:5]([CH:13]2[CH:14]([CH3:34])[N:15]([CH2:19][c:20]3[n:21][cH:22][cH:23][n:24][c:25]3-[c:26]3[c:27]([F:33])[cH:28][cH:29][c:30]([Cl:32])[cH:31]3)[C:16](=[O:18])[O:17]2)[cH:6][c:7]([C:9]([F:10])([F:11])[F:12])[cH:8]1)([F:35])[F:36].[K+:57].[K+:58].[O-:59][C:60]([O-:61])=[O:62]>>[F:1][C:2]([c:3]1[cH:4][c:5]([CH:13]2[CH:14]([CH3:34])[N:15]([CH2:19][c:20]3[n:21][cH:22][cH:23][n:24][c:25]3-[c:26]3[c:27]([F:33])[cH:28][cH:29][c:30](-[c:47]4[c:38]([CH3:37])[cH:39][c:40]([C:41](=[O:42])[O:43][CH3:44])[cH:45][cH:46]4)[cH:31]3)[C:16](=[O:18])[O:17]2)[cH:6][c:7]([C:9]([F:10])([F:11])[F:12])[cH:8]1)([F:35])[F:36]. Starting materials: N1C(C(=O)O)CC1 (DL-AzeOH), C([C@H](O)[C@@H](O)C(=O)O)(=O)O (L-tartaric acid), C(C)O (ethanol). The solvent is O (water). The product is N1[C@@H](C(=O)O)CC1.C(=O)([O-])[C@H](O)[C@@H](O)C(=O)[O-] (D-AzeOH L-tartrate). RXN SMILES: [NH:1]1[CH2:7][CH2:6][CH:2]1[C:3]([OH:5])=[O:4].[C:8]([OH:17])(=[O:16])[C@@H:9]([C@H:11]([C:13]([OH:15])=[O:14])[OH:12])[OH:10].C(O)C>O>[NH:1]1[CH2:7][CH2:6][C@@H:2]1[C:3]([OH:5])=[O:4].[C:13]([C@@H:11]([C@H:9]([C:8]([O-:17])=[O:16])[OH:10])[OH:12])([O-:15])=[O:14] |f:4.5|. Procedure details: The method described in Example 1 above may be followed using DL-AzeOH, L-tartaric acid, ethanol and water to yield D-AzeOH-L-tartrate. Reactants: COC1=C(C2=CC=CC=C2C=C1)C(=O)OC (Methyl 2-methoxy-1-naphthoate), Cl (hydrochloric acid), [OH-].[K+] (KOH), CO (methanol). Solvent: C(C)O (ethanol), O (water), Claisen's alkali, O (water), O (water). Reaction conditions: temperature 0 celsius. Yields the product COC1=C(C2=CC=CC=C2C=C1)C(=O)O (2-Methoxy-1-naphthoic acid). Isolated yield 67.8%. RXN SMILES: [CH3:1][O:2][C:3]1[CH:12]=[CH:11][C:10]2[C:5](=[CH:6][CH:7]=[CH:8][CH:9]=2)[C:4]=1[C:13]([O:15]C)=[O:14].[OH-].[K+].CO.Cl>O.C(O)C>[CH3:1][O:2][C:3]1[CH:12]=[CH:11][C:10]2[C:5](=[CH:6][CH:7]=[CH:8][CH:9]=2)[C:4]=1[C:13]([OH:15])=[O:14] |f:1.2|. Procedure: A solution of 21.6 g of the compound of Step A above in 48 ml of Claisen's alkali solution (solution of 21 g of KOH in 15 ml of water, made up to 60 ml with methanol) is heated at reflux for 4 hours. The reaction mixture is then diluted with 50 ml of water and poured into 75 ml of 15.5% hydrochloric acid solution cooled to 0° C. with stirring. The white precipitate formed is then filtered off over a Buchner funnel and then washed with water and dried under a phosphoric vacuum. The dry residue ob...